This data is from the Open Reaction Database (ORD), a public repository of structured organic reaction records. The task is: describe an organic reaction: reactants, conditions, products, and yield The reactants are O=C1OCC2=CC(=CC=C12)C=O (1-Oxo-1,3-dihydroisobenzofuran-5-carbaldehyde), Cl.NO (hydroxylamine hydrochloride), [OH-].[Na+] (sodium hydroxide). Solvent: O1CCCC1 (tetrahydrofuran). Conditions: temperature 0 celsius, time 1 hour. Product: O=C1OCC2=CC(=CC=C12)C=NO (1-oxo-1,3-dihydroisobenzofuran-5-carbaldehyde oxime). RXN SMILES: [O:1]=[C:2]1[C:10]2[C:5](=[CH:6][C:7]([CH:11]=O)=[CH:8][CH:9]=2)[CH2:4][O:3]1.Cl.[NH2:14][OH:15].[OH-].[Na+]>O1CCCC1>[O:1]=[C:2]1[C:10]2[C:5](=[CH:6][C:7]([CH:11]=[N:14][OH:15])=[CH:8][CH:9]=2)[CH2:4][O:3]1 |f:1.2,3.4|. Procedure details: 1-Oxo-1,3-dihydroisobenzofuran-5-carbaldehyde (2.01 g, 12.4 mmol) obtained from Example 4-(3) was suspended in tetrahydrofuran (50 ml), and after the suspension was cooled to 0° C., hydroxylamine hydrochloride (1.04 g, 14.9 mmol) in an aqueous solution of sodium hydroxide (1.0N; 14.8 ml, 14.8 mmol) was added thereto. The resulting mixture was stirred at room temperature for 1 hour, and then concentrated to one third of the volume under reduced pressure. To the concentrated solution was added wat... The reactants are [Br-], O=[N+]([O-])c1ccc(Cl)c(I)c1, c1ccc(P(c2ccccc2)c2ccccc2)cc1, c1ccc(P(c2ccccc2)(c2ccccc2)[Pd](P(c2ccccc2)(c2ccccc2)c2ccccc2)(P(c2ccccc2)(c2ccccc2)c2ccccc2)P(c2ccccc2)(c2ccccc2)c2ccccc2)cc1, [Zn+]c1ccccn1. Product: O=[N+]([O-])c1ccc(Cl)c(-c2ccccn2)c1. RXN SMILES: [Br-:12].[Cl:1][c:2]1[c:3]([I:11])[cH:4][c:5]([N+:8](=[O:9])[O-:10])[cH:6][cH:7]1.[c:20]1([P:21]([c:22]2[cH:23][cH:24][cH:25][cH:26][cH:27]2)[c:28]2[cH:29][cH:30][cH:31][cH:32][cH:33]2)[cH:34][cH:35][cH:36][cH:37][cH:38]1.[cH:39]1[cH:40][cH:41][c:42]([P:43]([Pd:44]([P:45]([c:46]2[cH:47][cH:48][cH:49][cH:50][cH:51]2)([c:52]2[cH:53][cH:54][cH:55][cH:56][cH:57]2)[c:58]2[cH:59][cH:60][cH:61][cH:62][cH:63]2)([P:64]([c:65]2[cH:66][cH:67][cH:68][cH:69][cH:70]2)([c:71]2[cH:72][cH:73][cH:74][cH:75][cH:76]2)[c:77]2[cH:78][cH:79][cH:80][cH:81][cH:82]2)[P:83]([c:84]2[cH:85][cH:86][cH:87][cH:88][cH:89]2)([c:90]2[cH:91][cH:92][cH:93][cH:94][cH:95]2)[c:96]2[cH:97][cH:98][cH:99][cH:100][cH:101]2)([c:102]2[cH:103][cH:104][cH:105][cH:106][cH:107]2)[c:108]2[cH:109][cH:110][cH:111][cH:112][cH:113]2)[cH:114][cH:115]1.[n:13]1[c:14]([Zn+:19])[cH:15][cH:16][cH:17][cH:18]1>>[Cl:1][c:2]1[c:3](-[c:14]2[n:13][cH:18][cH:17][cH:16][cH:15]2)[cH:4][c:5]([N+:8](=[O:9])[O-:10])[cH:6][cH:7]1.